From a dataset of the Open Reaction Database (ORD), a public repository of structured organic reaction records. describe an organic reaction: reactants, conditions, products, and yield Reactants: ClC(Cl)(Cl)Cl, COc1cc(OC)nc(C(=O)c2cccnc2C(=O)O)n1, O=S(Cl)Cl. The product is COc1cc(OC)nc(C2(Cl)OC(=O)c3ncccc32)n1. As a reaction SMILES: [C:26]([Cl:27])([Cl:28])([Cl:29])[Cl:30].[CH3:1][O:2][c:3]1[n:4][c:5]([C:11](=[O:12])[c:13]2[c:14]([C:19](=[O:20])[OH:21])[n:15][cH:16][cH:17][cH:18]2)[n:6][c:7]([O:9][CH3:10])[cH:8]1.[S:22]([Cl:23])([Cl:24])=[O:25]>>[CH3:1][O:2][c:3]1[n:4][c:5]([C:11]2([Cl:24])[c:13]3[c:14]([n:15][cH:16][cH:17][cH:18]3)[C:19](=[O:20])[O:21]2)[n:6][c:7]([O:9][CH3:10])[cH:8]1. Reactants: C1(=CC=C(C=C1)S(=O)(=O)CC1=NC(=NC(=N1)CO)CO)C (4-(p-Toluenesulfonylmethyl)-2,6-dihydroxymethyl-s-triazine), [N-]=[N+]=[N-].[Na+] (sodium azide). Solvent: CN(C)C=O (DMF). Conditions: temperature 50 celsius. The product is N(=[N+]=[N-])CC1=NC(=NC(=N1)CO)CO (4-(azidomethyl)-2,6-dihydroxymethyl-s-triazine). Reaction SMILES: C1(C)C=CC(S([CH2:10][C:11]2[N:16]=[C:15]([CH2:17][OH:18])[N:14]=[C:13]([CH2:19][OH:20])[N:12]=2)(=O)=O)=CC=1.[N-:22]=[N+:23]=[N-:24].[Na+]>CN(C=O)C>[N:22]([CH2:10][C:11]1[N:12]=[C:13]([CH2:19][OH:20])[N:14]=[C:15]([CH2:17][OH:18])[N:16]=1)=[N+:23]=[N-:24] |f:1.2|. Procedure details: 4-(p-Toluenesulfonylmethyl)-2,6-dihydroxymethyl-s-triazine is dissolved in DMF and sodium azide (1.1 eq.) is added. The reaction mixture is heated to 50° C. for 4 hours. The DMF is removed under reduced pressure and the residue is partitioned between CH2Cl2 and water. The CH2Cl2 layer is separated and the water layer is extracted several times with CH2Cl2. The CH2Cl2 layers are combined, dried (MgSO4), and concentrated. The resultant residue is purified by silica gel flash column chromatography ... The reactants are CN1CCC(CC1)C=1OC2=C(C1)C=CC=C2OC (1-methyl-4-(7-methoxy-2-benzofuranyl)piperidine), Br (HBr), [OH-].[Na+] (sodium hydroxide). Conditions: temperature 120 celsius, time 30 minute. Yields the product CN1CCC(CC1)C=1OC2=C(C1)C=CC=C2O (1-methyl-4-(7-hydroxy-2-benzofuranyl)piperidine). The yield is 36.0%. RXN SMILES: [CH3:1][N:2]1[CH2:7][CH2:6][CH:5]([C:8]2[O:9][C:10]3[C:16]([O:17]C)=[CH:15][CH:14]=[CH:13][C:11]=3[CH:12]=2)[CH2:4][CH2:3]1.Br.[OH-].[Na+]>>[CH3:1][N:2]1[CH2:7][CH2:6][CH:5]([C:8]2[O:9][C:10]3[C:16]([OH:17])=[CH:15][CH:14]=[CH:13][C:11]=3[CH:12]=2)[CH2:4][CH2:3]1 |f:2.3|. Procedure details: A mixture of 1-methyl-4-(7-methoxy-2-benzofuranyl)piperidine (5.6 g) and 48% HBr (40 mi) was stirred at 120° C. for 30 minutes. After cooling to room temperature, the mixture was neutralized with 10% sodium hydroxide solution and extracted with 1:1 ethyl acetate/1-butanol. The organic extract was washed with brine, concentrated and the resulting oil was chromatographed (silica gel, eluting with 20% MeOH/DCM and 0.5% NH4OH) to afford 1.9 g of 1-methyl-4-(7-hydroxy-2-benzofuranyl)piperidine. The reactants are FC1=CC=CC(=C1C=O)I (6-fluoro-2-iodobenzaldehyde), [OH-].[Na+] (sodium hydroxide), Cl (hydrochloric acid), C(CO)(=O)OCC (Ethyl glycolate), [H-].[Na+] (sodium hydride). The solvent is CN(C=O)C (N,N-dimethylformamide), CN(C=O)C (N,N-dimethylformamide), C(C)(=O)OCC (ethyl acetate), O (water). Run at temperature 25 celsius, time 30 minute. The product is C(=O)(O)C=1OC2=C(C1)C(=CC=C2)I (2-carboxy-4-iodobenzofuran). RXN SMILES: [C:1]([O:5]CC)(=[O:4])[CH2:2][OH:3].[H-].[Na+].F[C:11]1[C:16]([CH:17]=O)=[C:15]([I:19])[CH:14]=[CH:13][CH:12]=1.[OH-].[Na+].Cl>CN(C)C=O.C(OCC)(=O)C.O>[C:1]([C:2]1[O:3][C:11]2[CH:12]=[CH:13][CH:14]=[C:15]([I:19])[C:16]=2[CH:17]=1)([OH:5])=[O:4] |f:1.2,4.5|. Procedure details: Ethyl glycolate (50.4 g) was added dropwise to a stirred suspension of sodium hydride (60% oil suspension, 38.7 g) in N,N-dimethylformamide (770 ml) for 8 minutes at 5-10° C. under nitrogen gas, and the mixture was stirred for 30 minutes at the same temperature. To the mixture was added dropwise over 10 minutes a solution of 6-fluoro-2-iodobenzaldehyde (110 g) in N,N-dimethylformamide (110 ml) at ambient temperature, and the mixture was stirred for 1.5 hours at 90-95° C. After cooling to 25° C.,...